Dataset: the Open Reaction Database (ORD), a public repository of structured organic reaction records. Task: describe an organic reaction: reactants, conditions, products, and yield Reactants: C(=O)(OC(C)(C)C)N[C@@H](CCCNC(=O)OC(C)(C)C)C(=O)O (Nα,Nδ-bis-Boc-ornithine), C1=C(C=CC2=CC=CC=C12)SC([C@H](NC([C@@H](NC(=O)OC(C)(C)C)CCCNC(=O)OC(C)(C)C)=O)CC1=CC=CC=C1)=O (Nα,Nδ-bis-Boc-ornithyl-D-phenylalaninyl 2-naphthyl thioether), FC(C(=O)O)(F)F (trifluoroacetic acid). The product is FC(C(=O)O)(F)F.C1=C(C=CC2=CC=CC=C12)SC([C@H](NC([C@H](N)CCCN)=O)CC1=CC=CC=C1)=O (D-Ornithyl-D-phenylalaninyl 2-Naphthyl Thioether Trifluoroacetate). As a reaction SMILES: C(N[C@H](C(O)=O)CCCNC(OC(C)(C)C)=O)(OC(C)(C)C)=O.[CH:24]1[C:33]2[C:28](=[CH:29][CH:30]=[CH:31][CH:32]=2)[CH:27]=[CH:26][C:25]=1[S:34][C:35](=[O:67])[C@@H:36]([CH2:60][C:61]1[CH:66]=[CH:65][CH:64]=[CH:63][CH:62]=1)[NH:37][C:38](=[O:59])[C@H:39]([CH2:48][CH2:49][CH2:50][NH:51]C(OC(C)(C)C)=O)[NH:40]C(OC(C)(C)C)=O.[F:68][C:69]([F:74])([F:73])[C:70]([OH:72])=[O:71]>>[F:68][C:69]([F:74])([F:73])[C:70]([OH:72])=[O:71].[CH:24]1[C:33]2[C:28](=[CH:29][CH:30]=[CH:31][CH:32]=2)[CH:27]=[CH:26][C:25]=1[S:34][C:35](=[O:67])[C@@H:36]([CH2:60][C:61]1[CH:66]=[CH:65][CH:64]=[CH:63][CH:62]=1)[NH:37][C:38](=[O:59])[C@@H:39]([CH2:48][CH2:49][CH2:50][NH2:51])[NH2:40] |f:3.4|. Procedure details: N-Boc-D-phenylalaninyl 2-naphthyl thioether was deprotected (Procedure E) to afford D-phenylalaninyl 2-naphthyl thioether trifluoroacetate which was coupled (Procedure B) with Nα,Nδ-bis-Boc-ornithine. The Nα,Nδ-bis-Boc-ornithyl-D-phenylalaninyl 2-naphthyl thioether was deprotected by exposure to trifluoroacetic acid to afford after HPLC purification the titled compound: 1H NMR (400 MHz, D2O) δ1.60-1.70 (4H), 2.64-2.70 (2H), 2.90-3.30 (3H), 3.41-3.50 (1H), 3.80-3.82 (1H), 4.39-4.41 (1H), 7.23-7.7... Reactants: CO, CCOC(=O)c1cn2c3c(cc(F)cc3c1=O)CCC2C, NN. The product is CC1CCc2cc(F)cc3c(=O)c(C(=O)NN)cn1c23. As a reaction SMILES: [CH3:24][OH:25].[F:1][c:2]1[cH:3][c:4]2[c:13]3[n:8]([cH:9][c:10]([C:16](=[O:17])[O:18][CH2:19][CH3:20])[c:11](=[O:15])[c:12]3[cH:14]1)[CH:7]([CH3:21])[CH2:6][CH2:5]2.[NH2:22][NH2:23]>>[F:1][c:2]1[cH:3][c:4]2[c:13]3[n:8]([cH:9][c:10]([C:16](=[O:17])[NH:22][NH2:23])[c:11](=[O:15])[c:12]3[cH:14]1)[CH:7]([CH3:21])[CH2:6][CH2:5]2. Reactants: C(CCC)C1=NC2=CC=C(C=C2C(N1CC1=CC=C(C=C1)C1=C(C=CC=C1)C1=NN=NN1COC)=O)OC(CCCC)=O (2-n-Butyl-3-[[2'-(N-methoxymethyltetrazol-5-yl)biphenyl-4-yl]methyl]-6-valeryloxy-4(3H)-quinazolinone), C1CCOC1 (THF), [OH-].[Na+] (sodium hydroxide), Cl (hydrochloric acid). Solvent: CO (methanol). Reaction conditions: time 1 hour. Yields the product C(CCC)C1=NC2=CC=C(C=C2C(N1CC1=CC=C(C=C1)C1=C(C=CC=C1)C1=NN=NN1COC)=O)O (2-n-Butyl-6-hydroxy-3-[[2'-(N-methoxymethyltetrazol-5-yl)biphenyl-4-yl]methyl]-4(3H)-quinazolinone). Isolated yield 90.8%. RXN SMILES: [CH2:1]([C:5]1[N:14]([CH2:15][C:16]2[CH:21]=[CH:20][C:19]([C:22]3[CH:27]=[CH:26][CH:25]=[CH:24][C:23]=3[C:28]3[N:32]([CH2:33][O:34][CH3:35])[N:31]=[N:30][N:29]=3)=[CH:18][CH:17]=2)[C:13](=[O:36])[C:12]2[C:7](=[CH:8][CH:9]=[C:10]([O:37]C(=O)CCCC)[CH:11]=2)[N:6]=1)[CH2:2][CH2:3][CH3:4].C1COCC1.[OH-].[Na+].Cl>CO>[CH2:1]([C:5]1[N:14]([CH2:15][C:16]2[CH:17]=[CH:18][C:19]([C:22]3[CH:27]=[CH:26][CH:25]=[CH:24][C:23]=3[C:28]3[N:32]([CH2:33][O:34][CH3:35])[N:31]=[N:30][N:29]=3)=[CH:20][CH:21]=2)[C:13](=[O:36])[C:12]2[C:7](=[CH:8][CH:9]=[C:10]([OH:37])[CH:11]=2)[N:6]=1)[CH2:2][CH2:3][CH3:4] |f:2.3|. Procedure: A solution of 2-n-Butyl-3-[[2'-(N-methoxymethyltetrazol-5-yl)biphenyl-4-yl]methyl]-6-valeryloxy-4(3H)-quinazolinone (4.03 g) in a mixture of methanol (20 ml), THF (10 ml) and 1N aqueous sodium hydroxide (20 ml) was stirred at room temperature for 1 hour. After addition of 1N hydrochloric acid (25 ml), the reaction mixture was extracted with ethyl acetate. The organic layer was washed with water, dried and concentrated to dryness. The resulting crystalline product was recrystallized from ethyl ac... Reactants: C(#N)[BH3-].[Na+] (sodium cyanoborohydride), C(C1=CC=CC=C1)C=1C2=C(N=C(N1)NC1=CC=C(C=C1)N1C(=NC=C1)C)CCNC2 (4-Benzyl-N-(4-(2-methyl-1H-imidazol-1-yl)phenyl)-5,6,7,8-tetrahydropyrido[4,3-d]pyrimidin-2-amine), C(C=O)O (glycoaldehyde), C(C)(=O)O (Acetic acid). The solvent is CO (methanol). Conditions: time 1 hour. The product is C(C1=CC=CC=C1)C=1C2=C(N=C(N1)NC1=CC=C(C=C1)N1C(=NC=C1)C)CCN(C2)CCO (2-(4-benzyl-2-(4-(2-methyl-1H-imidazol-1-yl)phenylamino)-7,8-dihydropyrido[4,3-d]pyrimidin-6(5H)-yl)ethanol). Isolated yield 21.6%. RXN SMILES: [CH2:1]([C:8]1[C:9]2[CH2:30][NH:29][CH2:28][CH2:27][C:10]=2[N:11]=[C:12]([NH:14][C:15]2[CH:20]=[CH:19][C:18]([N:21]3[CH:25]=[CH:24][N:23]=[C:22]3[CH3:26])=[CH:17][CH:16]=2)[N:13]=1)[C:2]1[CH:7]=[CH:6][CH:5]=[CH:4][CH:3]=1.[C:31](O)(=[O:33])[CH3:32].C(O)C=O.C([BH3-])#N.[Na+]>CO>[CH2:1]([C:8]1[C:9]2[CH2:30][N:29]([CH2:32][CH2:31][OH:33])[CH2:28][CH2:27][C:10]=2[N:11]=[C:12]([NH:14][C:15]2[CH:16]=[CH:17][C:18]([N:21]3[CH:25]=[CH:24][N:23]=[C:22]3[CH3:26])=[CH:19][CH:20]=2)[N:13]=1)[C:2]1[CH:3]=[CH:4][CH:5]=[CH:6][CH:7]=1 |f:3.4|. Reported procedure: 4-Benzyl-N-(4-(2-methyl-1H-imidazol-1-yl)phenyl)-5,6,7,8-tetrahydropyrido[4,3-d]pyrimidin-2-amine (75 mg, 0.19 mmol) was dissolved in methanol (2 mL). Acetic acid (10.83 μL, 0.19 mmol) was added followed by glycoaldehyde (11.36 mg, 0.19 mmol) and sodium cyanoborohydride (11.89 mg, 0.19 mmol). The reaction mixture was stirred at room temperature for 1 h and the solvent was evaporated under reduced pressure. The crude was dissolved in methanol, filtered and purified by preparative HPLC yielding 2-... The reactants are NN1C(C2=CC=CC=C2C(=N1)S(=O)(=O)C1=CC=CC=C1)=O (2-amino-4-(phenylsulfonyl)phthalazin-1(2H)-one), FC(C=1C=C(C=CC1)CC(=O)O)(F)F (2-(3-(trifluoromethyl)phenyl)acetic acid). The product is O=C1N(N=C(C2=CC=CC=C12)S(=O)(=O)C1=CC=CC=C1)NC(CC1=CC(=CC=C1)C(F)(F)F)=O (N-[1-oxo-4-(phenylsulfonyl)phthalazin-2(1H)-yl]-2-[3-(trifluoromethyl)phenyl]acetamide). As a reaction SMILES: [NH2:1][N:2]1[N:11]=[C:10]([S:12]([C:15]2[CH:20]=[CH:19][CH:18]=[CH:17][CH:16]=2)(=[O:14])=[O:13])[C:9]2[C:4](=[CH:5][CH:6]=[CH:7][CH:8]=2)[C:3]1=[O:21].[F:22][C:23]([F:35])([F:34])[C:24]1[CH:25]=[C:26]([CH2:30][C:31](O)=[O:32])[CH:27]=[CH:28][CH:29]=1>>[O:21]=[C:3]1[C:4]2[C:9](=[CH:8][CH:7]=[CH:6][CH:5]=2)[C:10]([S:12]([C:15]2[CH:16]=[CH:17][CH:18]=[CH:19][CH:20]=2)(=[O:14])=[O:13])=[N:11][N:2]1[NH:1][C:31](=[O:32])[CH2:30][C:26]1[CH:27]=[CH:28][CH:29]=[C:24]([C:23]([F:34])([F:22])[F:35])[CH:25]=1. Procedure: The product from Example 68B and 2-(3-(trifluoromethyl)phenyl)acetic acid were processed using a method similar to that described in Example 10C to afford the title compound. 1H NMR (400 MHz, DMSO-d6) δ ppm 11.93-11.95 (bs, 1H), 8.55-8.57 (m, 1H), 8.37-8.40 (m, 1H), 8.09-8.13 (m, 1H), 7.98-8.03 (m, 3H), 7.77-7.82 (m, 1H), 7.59-7.71 (m, 6H), 3.83 (s, 2H); MS (ESI−) M/Z 486 (M−H)−. Reactants: C22H22Cl2N4O3, ClC1=C(C(=O)O)C=CC(=C1)C(=O)NC(C)C1=NC2=C(N1)C=CC(=C2)Cl (rac.-2-chloro-4-{N-[1-(5-chloro-1H-benzimidazol-2-yl)ethyl]aminocarbonyl}benzoic acid), OC1CCNCC1 (4-hydroxypiperidine), C(C)(C)N(CC)C(C)C (diisopropylethylamine), ClCl (chlorine). The solvent is CS(=O)C (DMSO). Product: ClC=1C=C(C(=O)NC(C)C2=NC3=C(N2)C=CC(=C3)Cl)C=CC1C(=O)N1CCC(CC1)O (rac.-3-chloro-N-[1-(5-chloro-1H-benzimidazol-2-yl)ethyl]4-(4-hydroxypiperidin-1-ylcarbonyl)benzamide). Reaction SMILES: [Cl:1][C:2]1[CH:10]=[C:9]([C:11]([NH:13][CH:14]([C:16]2[NH:20][C:19]3[CH:21]=[CH:22][C:23]([Cl:25])=[CH:24][C:18]=3[N:17]=2)[CH3:15])=[O:12])[CH:8]=[CH:7][C:3]=1[C:4]([OH:6])=O.[OH:26][CH:27]1[CH2:32][CH2:31][NH:30][CH2:29][CH2:28]1.C(N(C(C)C)CC)(C)C.ClCl>CS(C)=O>[Cl:1][C:2]1[CH:10]=[C:9]([CH:8]=[CH:7][C:3]=1[C:4]([N:30]1[CH2:31][CH2:32][CH:27]([OH:26])[CH2:28][CH2:29]1)=[O:6])[C:11]([NH:13][CH:14]([C:16]1[NH:20][C:19]2[CH:21]=[CH:22][C:23]([Cl:25])=[CH:24][C:18]=2[N:17]=1)[CH3:15])=[O:12]. Procedure details: Prepared analogously to Example 1d from rac.-2-chloro-4-{N-[1-(5-chloro-1H-benzimidazol-2-yl)ethyl]aminocarbonyl}benzoic acid, 4-hydroxypiperidine, PFTU, and diisopropylethylamine in DMSO at ambient temperature. HPLC-MS results: retention time: 3.97 minutes; C22H22Cl2N4O3 (461.35); mass spectrum: (M−H)−=460/462/464 (chlorine isotope).